From a dataset of the Open Reaction Database (ORD), a public repository of structured organic reaction records. describe an organic reaction: reactants, conditions, products, and yield The reactants are O (water), C(C)O\C(\C(=O)OCC)=C/C1=CC=C(C=C1)B1OC(C(O1)(C)C)(C)C (ethyl (Z)-2-ethoxy-3-[4-(4,4,5,5-tetramethyl[1.3]dioxaborolan-2-yl)phenyl]acrylate), CNC1=CC=CC(=N1)Br (6-methylamino-2-bromopyridine), [F-].[Cs+] (caesium fluoride). The reagents and catalysts are C1=CC=C(C=C1)P([C-]2C=CC=C2)C3=CC=CC=C3.C1=CC=C(C=C1)P([C-]2C=CC=C2)C3=CC=CC=C3.Cl[Pd]Cl.[Fe+2] (dichloro[1,1′-bis(diphenylphosphino)ferrocene]palladium). Solvent: C(C)(=O)OCC (ethyl acetate), COCCOCCOC (diethylene glycol dimethyl ether). Run at temperature 80 celsius. Yields the product C(C)O\C(\C(=O)OCC)=C/C1=CC=C(C=C1)C1=NC(=CC=C1)NC (ethyl (Z)-2-ethoxy-3-[4-(6-methylaminopyrid-2-yl)phenyl]acrylate). The yield is 76.6%. Reaction SMILES: [CH2:1]([O:3]/[C:4](=[CH:10]\[C:11]1[CH:16]=[CH:15][C:14](B2OC(C)(C)C(C)(C)O2)=[CH:13][CH:12]=1)/[C:5]([O:7][CH2:8][CH3:9])=[O:6])[CH3:2].[CH3:26][NH:27][C:28]1[N:33]=[C:32](Br)[CH:31]=[CH:30][CH:29]=1.[F-].[Cs+].O>COCCOCCOC.C1C=CC(P(C2C=CC=CC=2)[C-]2C=CC=C2)=CC=1.C1C=CC(P(C2C=CC=CC=2)[C-]2C=CC=C2)=CC=1.Cl[Pd]Cl.[Fe+2].C(OCC)(=O)C>[CH2:1]([O:3]/[C:4](=[CH:10]\[C:11]1[CH:12]=[CH:13][C:14]([C:32]2[CH:31]=[CH:30][CH:29]=[C:28]([NH:27][CH3:26])[N:33]=2)=[CH:15][CH:16]=1)/[C:5]([O:7][CH2:8][CH3:9])=[O:6])[CH3:2] |f:2.3,6.7.8.9|. Reported procedure: 1.0 g (2.9 mmol) of ethyl (Z)-2-ethoxy-3-[4-(4,4,5,5-tetramethyl[1.3]dioxaborolan-2-yl)phenyl]acrylate, 0.4 g (2.4 mmol) of 6-methylamino-2-bromopyridine and 1.1 g (7.2 mmol) of caesium fluoride are dissolved in 60 mL of diethylene glycol dimethyl ether. After bubbling nitrogen through the reaction mixture for 20 minutes, 0.1 g (0.15 mmol) of dichloro[1,1′-bis(diphenylphosphino)ferrocene]palladium is added. The reaction mixture is heated at 80° C. for 18 hours with vigorous stirring. After cooli... The product is FC1=CC=C2C(=C(C(=NC2=C1)C1=NC=CC=C1)C)N1CC(C2=CC=C(C=C12)C1=NC(=NC(=C1)C)N)(C)C (4-(1-(7-Fluoro-3-methyl-2-(2-pyridinyl)-4-quinolinyl)-3,3-dimethyl-2,3-dihydro-1H-indol-6-yl)-6-methyl-2-pyrimidinamine). Run in O1CCOCC1 (1,4-dioxane), O (water). Reagents/catalysts: Cl[Pd]([P](C1=CC=CC=C1)(C2=CC=CC=C2)C3=CC=CC=C3)([P](C4=CC=CC=C4)(C5=CC=CC=C5)C6=CC=CC=C6)Cl (bis(triphenylphosphine)palladium(ii) chloride). Procedure details: Prepared according to procedure P using 4-(3,3-dimethyl-6-(4,4,5,5-tetramethyl-1,3,2-dioxaborolan-2-yl)indolin-1-yl)-7-fluoro-3-methyl-2-(pyridin-2-yl)quinoline (70 mg, 0.14 mmol) (described herein), 4-chloro-6-methylpyrimidin-2-amine (21.7 mg, 0.15 mmol), bis(triphenylphosphine)palladium(ii) chloride (9.6 mg, 0.014 mmol), and sodium carbonate (43.7 mg, 0.41 mmol) in 1,4-dioxane (3.1 mL) and water (0.79 mL), and heating in a microwave at 120° C. for 60 min. After purification 4-(1-(7-fluoro-3-me... Run at temperature 120 celsius. Reactants: CC1(CN(C2=CC(=CC=C12)B1OC(C(O1)(C)C)(C)C)C1=C(C(=NC2=CC(=CC=C12)F)C1=NC=CC=C1)C)C (4-(3,3-dimethyl-6-(4,4,5,5-tetramethyl-1,3,2-dioxaborolan-2-yl)indolin-1-yl)-7-fluoro-3-methyl-2-(pyridin-2-yl)quinoline), ClC1=NC(=NC(=C1)C)N (4-chloro-6-methylpyrimidin-2-amine), C([O-])([O-])=O.[Na+].[Na+] (sodium carbonate). As a reaction SMILES: [CH3:1][C:2]1([CH3:38])[C:10]2[C:5](=[CH:6][C:7](B3OC(C)(C)C(C)(C)O3)=[CH:8][CH:9]=2)[N:4]([C:20]2[C:29]3[C:24](=[CH:25][C:26]([F:30])=[CH:27][CH:28]=3)[N:23]=[C:22]([C:31]3[CH:36]=[CH:35][CH:34]=[CH:33][N:32]=3)[C:21]=2[CH3:37])[CH2:3]1.Cl[C:40]1[CH:45]=[C:44]([CH3:46])[N:43]=[C:42]([NH2:47])[N:41]=1.C(=O)([O-])[O-].[Na+].[Na+]>O1CCOCC1.O.Cl[Pd](Cl)([P](C1C=CC=CC=1)(C1C=CC=CC=1)C1C=CC=CC=1)[P](C1C=CC=CC=1)(C1C=CC=CC=1)C1C=CC=CC=1>[F:30][C:26]1[CH:25]=[C:24]2[C:29]([C:20]([N:4]3[C:5]4[C:10](=[CH:9][CH:8]=[C:7]([C:40]5[CH:45]=[C:44]([CH3:46])[N:43]=[C:42]([NH2:47])[N:41]=5)[CH:6]=4)[C:2]([CH3:38])([CH3:1])[CH2:3]3)=[C:21]([CH3:37])[C:22]([C:31]3[CH:36]=[CH:35][CH:34]=[CH:33][N:32]=3)=[N:23]2)=[CH:28][CH:27]=1 |f:2.3.4,^1:63,82|. The reactants are [OH-].[Li+] (lithium hydroxide), C(C)OP(=O)(CC1=CC=CC=C1)C[C@H](CN[C@@H](C)C1=CC(=C(C(=C1)OC)OC)OC)O (3-{N-[1(S)-(3,4,5- trimethoxyphenyl)ethyl]amino}-2(S)-hydroxy-propyl-(benzyl)-phosphinic acid ethyl ester), P(O)(O)(O)=O (phosphoric acid). Run in O (water), O (water). Yields the product COC=1C=C(C=C(C1OC)OC)[C@H](C)NC[C@@H](CP(O)(=O)CC1=CC=CC=C1)O (3-{N-[1(S)-(3,4,5 -trimethoxyphenyl)ethyl]amino}-2(S)-hydroxy-propyl-(benzyl)-phosphinic acid). Reaction SMILES: [OH-].[Li+].C([O:5][P:6]([CH2:15][C@@H:16]([OH:33])[CH2:17][NH:18][C@H:19]([C:21]1[CH:26]=[C:25]([O:27][CH3:28])[C:24]([O:29][CH3:30])=[C:23]([O:31][CH3:32])[CH:22]=1)[CH3:20])([CH2:8][C:9]1[CH:14]=[CH:13][CH:12]=[CH:11][CH:10]=1)=[O:7])C.P(=O)(O)(O)O>O>[CH3:32][O:31][C:23]1[CH:22]=[C:21]([C@@H:19]([NH:18][CH2:17][C@H:16]([OH:33])[CH2:15][P:6]([CH2:8][C:9]2[CH:14]=[CH:13][CH:12]=[CH:11][CH:10]=2)(=[O:5])[OH:7])[CH3:20])[CH:26]=[C:25]([O:27][CH3:28])[C:24]=1[O:29][CH3:30] |f:0.1|. Procedure: 10 ml of water and 0.24 g of lithium hydroxide are added to a solution of 2.05 g of 3-{N-[1(S)-(3,4,5- trimethoxyphenyl)ethyl]amino}-2(S)-hydroxy-propyl-(benzyl)-phosphinic acid ethyl ester in 4 ml of water and the mixture is heated at reflux overnight. The then clear solution is cooled to room temperature, adjusted to pH 7 with phosphoric acid and concentrated to dryness by evaporation under reduced pressure. The evaporation residue is made into a slurry in hot methanol and filtered. After conc... Starting materials: solid, BrC1=CC(=CC=2C(=C3N(C12)CCCNC3=O)C)C#N (7-bromo-11-methyl-1-oxo-2,3,4,5-tetrahydro-[1,4]diazepino[1,2-a]indole-9-carbonitrile), BrC1=CC(=CC=2C(=C3N(C12)CCCNC3=O)C)C#N (7-bromo-11-methyl-1-oxo-2,3,4,5-tetrahydro-[1,4]diazepino[1,2-a]indole-9-carbonitrile), FC1=CC=C(C=N1)B(O)O (6-fluoro-pyridin-3-ylboronic acid). Yields the product FC1=CC=C(C=N1)C1=CC(=CC=2C(=C3N(C12)CCCNC3=O)C)C#N (7-(6-Fluoropyridin-3-yl)-11-methyl-1-oxo-2,3,4,5-tetrahydro-[1,4]diazepino[1,2-a]indole-9-carbonitrile). Reaction SMILES: Br[C:2]1[C:10]2[N:9]3[CH2:11][CH2:12][CH2:13][NH:14][C:15](=[O:16])[C:8]3=[C:7]([CH3:17])[C:6]=2[CH:5]=[C:4]([C:18]#[N:19])[CH:3]=1.[F:20][C:21]1[N:26]=[CH:25][C:24](B(O)O)=[CH:23][CH:22]=1>>[F:20][C:21]1[N:26]=[CH:25][C:24]([C:2]2[C:10]3[N:9]4[CH2:11][CH2:12][CH2:13][NH:14][C:15](=[O:16])[C:8]4=[C:7]([CH3:17])[C:6]=3[CH:5]=[C:4]([C:18]#[N:19])[CH:3]=2)=[CH:23][CH:22]=1. Reported procedure: The title compound, off-white solid (41 mg, 49%), MS (ISP) m/z=335.5 [(M+H)+], mp 280° C., was prepared in accordance with the general method of example 1 from 7-bromo-11-methyl-1-oxo-2,3,4,5-tetrahydro-[1,4]diazepino[1,2-a]indole-9-carbonitrile (intermediate 17) (79.5 mg, 0.25 mmol) and commercially available 6-fluoro-pyridin-3-ylboronic acid (45.8 mg, 0.325 mmol). Reactants: ClC=1C=C(C=CC1)C1=CC(=CC=C1OC)CC=1C=CC(=NC1)F (5-(3′-chloro-6-methoxy-biphenyl-3-ylmethyl)-2-fluoro-pyridine), [N+](=O)([O-])C=1C=C(C=CC1)B(O)O (3-nitrophenylboronic acid), N12CCCCCC2=NCCC1 (1,8-diazabicyclo[5.4.0]undec-7-ene). The solvent is ClCCl (dichloromethane). Conditions: temperature 100 celsius. The product is ClC=1C=C(C=CC1)C1=CC(=CC=C1OC)CC=1C=CC(=NC1)N1CC(CC1)O (1-[5-(3′-chloro-6-methoxy-biphenyl-3-ylmethyl)-pyridin-2-yl]-pyrrolidin-3-ol). Reaction SMILES: [Cl:1][C:2]1[CH:3]=[C:4]([C:8]2[C:13]([O:14][CH3:15])=[CH:12][CH:11]=[C:10]([CH2:16][C:17]3[CH:18]=[CH:19][C:20](F)=[N:21][CH:22]=3)[CH:9]=2)[CH:5]=[CH:6][CH:7]=1.[N+](C1C=C(B(O)O)C=CC=1)([O-])=[O:25].N12[CH2:46][CH2:45][CH2:44][N:43]=[C:42]1CCCCC2>ClCCl>[Cl:1][C:2]1[CH:3]=[C:4]([C:8]2[C:13]([O:14][CH3:15])=[CH:12][CH:11]=[C:10]([CH2:16][C:17]3[CH:18]=[CH:19][C:20]([N:43]4[CH2:42][CH2:46][CH:45]([OH:25])[CH2:44]4)=[N:21][CH:22]=3)[CH:9]=2)[CH:5]=[CH:6][CH:7]=1. Procedure details: To 5-(3′-chloro-6-methoxy-biphenyl-3-ylmethyl)-2-fluoro-pyridine (I-140, 0.22 g, 0.67 mmol) and 3-pyrrolidinol (2) (0.12 g, 1.34 mmol) was added 1,8-diazabicyclo[5.4.0]undec-7-ene (DBU) (0.51 g, 3.36 mmol). The reaction mixture was stirred and heated at 100° C. for 1.5 h, cooled to room temperature, diluted with dichloromethane (8 mL), washed with 0.5 N HCl (2×4 mL), dried with Na2SO4, filtered, and concentrated. The residue was purified by silica gel column chromatography using 5% methanol in d... The reactants are FC1=CC(=C(C=C1F)C1=CC=C(C=C1)OCC1=CC=C2C=CN(C2=C1)CCC(=O)O)OC (3-[6-(4′,5′-difluoro-2′-methoxy-biphenyl-4-yloxymethyl)-indol-1-yl]-propionic acid), C(C)OC(CCN1C=CC2=C(C=CC=C12)COC1=CC=C(C=C1)C1=C(C=C(C(=C1)F)F)OC)=O (3-[4-(4′,5′-difluoro-2′-methoxy-biphenyl-4-yloxymethyl)-indol-1-yl]-propionic acid ethyl ester). The product is FC1=CC(=C(C=C1F)C1=CC=C(C=C1)OCC1=C2C=CN(C2=CC=C1)CCC(=O)O)OC (3-[4-(4′,5′-Difluoro-2′-methoxy-biphenyl-4-yloxymethyl)-indol-1-yl]-propionic acid), product. The yield is 82.0%. As a reaction SMILES: FC1C(F)=CC(C2C=CC(OCC3C=C4C(C=CN4CCC(O)=O)=CC=3)=CC=2)=C(OC)C=1.C([O:35][C:36](=[O:66])[CH2:37][CH2:38][N:39]1[C:47]2[C:42](=[C:43]([CH2:48][O:49][C:50]3[CH:55]=[CH:54][C:53]([C:56]4[CH:61]=[C:60]([F:62])[C:59]([F:63])=[CH:58][C:57]=4[O:64][CH3:65])=[CH:52][CH:51]=3)[CH:44]=[CH:45][CH:46]=2)[CH:41]=[CH:40]1)C>>[F:63][C:59]1[C:60]([F:62])=[CH:61][C:56]([C:53]2[CH:54]=[CH:55][C:50]([O:49][CH2:48][C:43]3[CH:44]=[CH:45][CH:46]=[C:47]4[C:42]=3[CH:41]=[CH:40][N:39]4[CH2:38][CH2:37][C:36]([OH:66])=[O:35])=[CH:51][CH:52]=2)=[C:57]([O:64][CH3:65])[CH:58]=1. Procedure: 3-[4-(4′,5′-Difluoro-2′-methoxy-biphenyl-4-yloxymethyl)-indol-1-yl]-propionic acid was synthesized by a procedure similar to 3-[6-(4′,5′-difluoro-2′-methoxy-biphenyl-4-yloxymethyl)-indol-1-yl]-propionic acid from starting material 3-[4-(4′,5′-difluoro-2′-methoxy-biphenyl-4-yloxymethyl)-indol-1-yl]-propionic acid ethyl ester to yield the product as a white solid (23 mg, 82%). LC-MS (ES) calculated for C25H21F2NO4, 437.1; found m/z 438 [M+H]+.